This data is from the Open Reaction Database (ORD), a public repository of structured organic reaction records. The task is: describe an organic reaction: reactants, conditions, products, and yield Starting materials: amino acid, N1C=C(C2=CC=CC=C12)CCC(=O)O (3-(1H-Indol-3-yl)-propionic acid), C1(CCCCC1)N(CCN)C (N1-Cyclohexyl-N1-methyl-ethane-1,2-diamine). Yields the product C1(CCCCC1)N(CCNC(CCC1=CNC2=CC=CC=C12)=O)C (N-[2-(Cyclohexyl-methyl-amino)-ethyl]-3-(1H-indol-3-yl)-propionamide). As a reaction SMILES: [NH:1]1[C:9]2[C:4](=[CH:5][CH:6]=[CH:7][CH:8]=2)[C:3]([CH2:10][CH2:11][C:12]([OH:14])=O)=[CH:2]1.[CH:15]1([N:21]([CH3:25])[CH2:22][CH2:23][NH2:24])[CH2:20][CH2:19][CH2:18][CH2:17][CH2:16]1>>[CH:15]1([N:21]([CH3:25])[CH2:22][CH2:23][NH:24][C:12](=[O:14])[CH2:11][CH2:10][C:3]2[C:4]3[C:9](=[CH:8][CH:7]=[CH:6][CH:5]=3)[NH:1][CH:2]=2)[CH2:20][CH2:19][CH2:18][CH2:17][CH2:16]1. Procedure details: Compound 12a was prepared using the amino acid coupling procedure described in Example 10 using 3-(1H-Indol-3-yl)-propionic acid and N1-Cyclohexyl-N1-methyl-ethane-1,2-diamine as the starting materials: LC-MS (Method B, retention time=0.427 min. MS calc'd for C20H30N3O (MH+): 328.2. Found 328.2. Starting materials: C=C(C)C(=O)OCc1ccccc1, CSC, CO, ClCCl, O=[O+][O-]. The product is CC(=O)C(=O)OCc1ccccc1. Reaction SMILES: [C:1]([C:2](=[CH2:3])[CH3:4])(=[O:5])[O:6][CH2:7][c:8]1[cH:9][cH:10][cH:11][cH:12][cH:13]1.[CH3:17][S:18][CH3:19].[CH3:23][OH:24].[Cl:20][CH2:21][Cl:22].[O-:14][O+:15]=[O:16]>>[C:1]([C:2]([CH3:3])=[O:14])(=[O:5])[O:6][CH2:7][c:8]1[cH:9][cH:10][cH:11][cH:12][cH:13]1. Reactants: NC1=NN2C(N(C(=C(C2C2=CC=C(C=C2)C#N)C(=O)OCC)C)C2=CC(=CC=C2)C(F)(F)F)=N1 (ethyl 2-amino-7-(4-cyanophenyl)-5-methyl-4-[3-(trifluoromethyl)phenyl]-4,7-dihydro[1,2,4]triazolo[1,5-a]pyrimidine-6-carboxylate), C1CCOC1 (THF), ClC(=O)OC (methyl chloroformate). Run in N1=CC=CC=C1 (pyridine). Reaction conditions: time 12 hour. Product: C(#N)C1=CC=C(C=C1)C1C(=C(N(C=2N1N=C(N2)NC(=O)OC)C2=CC(=CC=C2)C(F)(F)F)C)C(=O)OCC (Ethyl 7-(4-cyanophenyl)-2-[(methoxycarbonyl)amino]-5-methyl-4-[3-(trifluoromethyl)phenyl]-4,7-dihydro[1,2,4]triazolo[1,5-a]pyrimidine-6-carboxylate). As a reaction SMILES: [NH2:1][C:2]1[N:34]=[C:5]2[N:6]([C:24]3[CH:29]=[CH:28][CH:27]=[C:26]([C:30]([F:33])([F:32])[F:31])[CH:25]=3)[C:7]([CH3:23])=[C:8]([C:18]([O:20][CH2:21][CH3:22])=[O:19])[CH:9]([C:10]3[CH:15]=[CH:14][C:13]([C:16]#[N:17])=[CH:12][CH:11]=3)[N:4]2[N:3]=1.C1COCC1.Cl[C:41]([O:43][CH3:44])=[O:42]>N1C=CC=CC=1>[C:16]([C:13]1[CH:14]=[CH:15][C:10]([CH:9]2[N:4]3[N:3]=[C:2]([NH:1][C:41]([O:43][CH3:44])=[O:42])[N:34]=[C:5]3[N:6]([C:24]3[CH:29]=[CH:28][CH:27]=[C:26]([C:30]([F:31])([F:33])[F:32])[CH:25]=3)[C:7]([CH3:23])=[C:8]2[C:18]([O:20][CH2:21][CH3:22])=[O:19])=[CH:11][CH:12]=1)#[N:17]. Reported procedure: Under an atmosphere of argon protective gas, ethyl 2-amino-7-(4-cyanophenyl)-5-methyl-4-[3-(trifluoromethyl)phenyl]-4,7-dihydro[1,2,4]triazolo[1,5-a]pyrimidine-6-carboxylate (10 mg, 21 μmol) was dissolved in a mixture of abs. THF (3 ml) and abs. pyridine (3 ml). At 0° C., methyl chloroformate (17 mg, 180 μmol, 8.5 eq.) was added in two portions and the mixture was stirred for 12 h with warming to RT. Once HPLC analysis showed substantial conversion, the reaction mixture was concentrated under re... The reactants are CC(C)(C)CCN, O=C(O)c1cccc(-c2nc(N3CCOCC3)nc3c2CCN3c2cccnc2)c1. The product is CC(C)(C)CCNC(=O)c1cccc(-c2nc(N3CCOCC3)nc3c2CCN3c2cccnc2)c1. Reaction SMILES: [CH3:31][C:32]([CH2:33][CH2:34][NH2:35])([CH3:36])[CH3:37].[O:1]1[CH2:2][CH2:3][N:4]([c:7]2[n:8][c:9](-[c:22]3[cH:23][c:24]([C:25](=[O:26])[OH:27])[cH:28][cH:29][cH:30]3)[c:10]3[c:11]([n:12]2)[N:13]([c:16]2[cH:17][n:18][cH:19][cH:20][cH:21]2)[CH2:14][CH2:15]3)[CH2:5][CH2:6]1>>[O:1]1[CH2:2][CH2:3][N:4]([c:7]2[n:8][c:9](-[c:22]3[cH:23][c:24]([C:25](=[O:26])[NH:35][CH2:34][CH2:33][C:32]([CH3:31])([CH3:36])[CH3:37])[cH:28][cH:29][cH:30]3)[c:10]3[c:11]([n:12]2)[N:13]([c:16]2[cH:17][n:18][cH:19][cH:20][cH:21]2)[CH2:14][CH2:15]3)[CH2:5][CH2:6]1. Starting materials: CO, COC(=O)c1sc(-c2cccc(Cl)c2)cc1N, [Na+], [OH-]. Product: Nc1cc(-c2cccc(Cl)c2)sc1C(=O)O. Reaction SMILES: [CH3:20][OH:21].[NH2:1][c:2]1[c:3]([C:14](=[O:15])[O:16][CH3:17])[s:4][c:5](-[c:7]2[cH:8][c:9]([Cl:13])[cH:10][cH:11][cH:12]2)[cH:6]1.[Na+:19].[OH-:18]>>[NH2:1][c:2]1[c:3]([C:14](=[O:15])[OH:16])[s:4][c:5](-[c:7]2[cH:8][c:9]([Cl:13])[cH:10][cH:11][cH:12]2)[cH:6]1.